This data is from the Open Reaction Database (ORD), a public repository of structured organic reaction records. The task is: describe an organic reaction: reactants, conditions, products, and yield The reactants are [Si](C)(C)(C(C)(C)C)O[C@@H]1CC[C@H](CC1)N1C=C(C=2C(=NC=CC21)OC)I (1-(trans-4-((tert-butyl(dimethyl)silyl)oxy)cyclohexyl)-3-iodo-4-methoxy-1H-pyrrolo[3,2-c]pyridine), CC1(OB(OC1(C)C)C1=CC=C(C=C1)S(=O)(=O)N)C (4-(4,4,5,5-tetramethyl-1,3,2-dioxaborolan-2-yl)benzenesulfonamide), C([O-])([O-])=O.[K+].[K+] (potassium carbonate). The reagents and catalysts are C=1C=CC(=CC1)[P](C=2C=CC=CC2)(C=3C=CC=CC3)[Pd]([P](C=4C=CC=CC4)(C=5C=CC=CC5)C=6C=CC=CC6)([P](C=7C=CC=CC7)(C=8C=CC=CC8)C=9C=CC=CC9)[P](C=1C=CC=CC1)(C=1C=CC=CC1)C=1C=CC=CC1 (tetrakis(triphenylphosphine)palladium(0)). Solvent: CN(C)C=O (DMF), O (water), O (water). Conditions: temperature 130 celsius, time 1 hour. Product: [Si](C)(C)(C(C)(C)C)O[C@@H]1CC[C@H](CC1)N1C=C(C=2C(=NC=CC21)OC)C2=CC=C(C=C2)S(=O)(=O)N (4-(1-(trans-4-((tert-butyl(dimethyl)silyl)oxy)cyclohexyl)-4-methoxy-1H-pyrrolo[3,2-c]pyridin-3-yl)benzenesulfonamide). Isolated yield 41.2%. RXN SMILES: [Si:1]([O:8][C@H:9]1[CH2:14][CH2:13][C@H:12]([N:15]2[C:23]3[CH:22]=[CH:21][N:20]=[C:19]([O:24][CH3:25])[C:18]=3[C:17](I)=[CH:16]2)[CH2:11][CH2:10]1)([C:4]([CH3:7])([CH3:6])[CH3:5])([CH3:3])[CH3:2].CC1(C)C(C)(C)OB([C:35]2[CH:40]=[CH:39][C:38]([S:41]([NH2:44])(=[O:43])=[O:42])=[CH:37][CH:36]=2)O1.C(=O)([O-])[O-].[K+].[K+]>CN(C=O)C.O.C1C=CC([P]([Pd]([P](C2C=CC=CC=2)(C2C=CC=CC=2)C2C=CC=CC=2)([P](C2C=CC=CC=2)(C2C=CC=CC=2)C2C=CC=CC=2)[P](C2C=CC=CC=2)(C2C=CC=CC=2)C2C=CC=CC=2)(C2C=CC=CC=2)C2C=CC=CC=2)=CC=1>[Si:1]([O:8][C@H:9]1[CH2:14][CH2:13][C@H:12]([N:15]2[C:23]3[CH:22]=[CH:21][N:20]=[C:19]([O:24][CH3:25])[C:18]=3[C:17]([C:35]3[CH:40]=[CH:39][C:38]([S:41]([NH2:44])(=[O:43])=[O:42])=[CH:37][CH:36]=3)=[CH:16]2)[CH2:11][CH2:10]1)([C:4]([CH3:7])([CH3:6])[CH3:5])([CH3:3])[CH3:2] |f:2.3.4,^1:61,63,82,101|. Procedure details: To a solution of 1-(trans-4-((tert-butyl(dimethyl)silyl)oxy)cyclohexyl)-3-iodo-4-methoxy-1H-pyrrolo[3,2-c]pyridine (30.0 mg) in DMF (2 mL)/water (0.20 mL) were added 4-(4,4,5,5-tetramethyl-1,3,2-dioxaborolan-2-yl)benzenesulfonamide (25.8 mg), tetrakis(triphenylphosphine)palladium(0) (7.13 mg) and potassium carbonate (17.2 mg). The reaction mixture was stirred under microwave irradiation at 130° C. for 1 hr. The reaction mixture was diluted with water, and the mixture was extracted with ethyl ace... The reactants are C1CCOC1, O, O=C(O)c1ccc(C(F)(F)F)cc1O. The product is OCc1ccc(C(F)(F)F)cc1O. As a reaction SMILES: [CH2:16]1[O:17][CH2:18][CH2:19][CH2:20]1.[OH2:15].[OH:1][c:2]1[c:3]([C:4](=[O:5])[OH:6])[cH:7][cH:8][c:9]([C:11]([F:12])([F:13])[F:14])[cH:10]1>>[OH:1][c:2]1[c:3]([CH2:4][OH:5])[cH:7][cH:8][c:9]([C:11]([F:12])([F:13])[F:14])[cH:10]1. Starting materials: C(C1=CC=CC=C1)OC(=O)NC1CCOC2=CC(=CC=C12)C(=O)O (4-(benzyloxycarbonylamino)chromane-7-carboxylic acid), S(=O)(Cl)Cl (thionyl chloride), NC1=CC=NC=C1 (4-aminopyridine). Product: C(C1=CC=CC=C1)OC(=O)NC1CCOC2=CC(=CC=C12)C(=O)NC1=CC=NC=C1 (4-(benzyloxycarbonylamino)-N-(4-pyridyl)chromane-7-carboxamide). Isolated yield 118.7%. Reaction SMILES: [CH2:1]([O:8][C:9]([NH:11][CH:12]1[C:21]2[C:16](=[CH:17][C:18]([C:22]([OH:24])=O)=[CH:19][CH:20]=2)[O:15][CH2:14][CH2:13]1)=[O:10])[C:2]1[CH:7]=[CH:6][CH:5]=[CH:4][CH:3]=1.S(Cl)(Cl)=O.[NH2:29][C:30]1[CH:35]=[CH:34][N:33]=[CH:32][CH:31]=1>>[CH2:1]([O:8][C:9]([NH:11][CH:12]1[C:21]2[C:16](=[CH:17][C:18]([C:22]([NH:29][C:30]3[CH:35]=[CH:34][N:33]=[CH:32][CH:31]=3)=[O:24])=[CH:19][CH:20]=2)[O:15][CH2:14][CH2:13]1)=[O:10])[C:2]1[CH:7]=[CH:6][CH:5]=[CH:4][CH:3]=1. Reported procedure: By a similar reaction operation as in Starting Material Synthetic Example 7 using 4-(benzyloxycarbonylamino)chromane-7-carboxylic acid (1.6 g), thionyl chloride (1.2 ml) and 4-aminopyridine (480 mg), the objective 4-(benzyloxycarbonylamino)-N-(4-pyridyl)chromane-7-carboxamide (2.34 g) was obtained as colorless crystals.